This data is from the Open Reaction Database (ORD), a public repository of structured organic reaction records. The task is: describe an organic reaction: reactants, conditions, products, and yield Product: C(C)C1=CC=C(C=C1)NC1=CC2=C(C(NC3=NC=CC=C23)=O)C=C1 (9-(4-Ethyl-phenylamino)-5H-benzo[c][1,8]naphthyridin-6-one). Reactants: ClC1=CC2=C(C(NC3=NC=CC=C23)=O)C=C1 (9-Chloro-5H-benzo[c][1,8]naphthyridin-6-one), C(C)C1=CC=C(N)C=C1 (4-ethylaniline). Yield: 2.9%. Procedure details: The title compound was synthesized according to the procedure described for the preparation of Example 231 using 6 (100 mg, 0.43 mmol) and 4-ethylaniline (0.08 mL, 0.65 mmol) to provide 244 (4 mg, 15% yield) as a dark brown solid. LC-MS (M+H (parent)=316, obsd.=316). Reaction SMILES: Cl[C:2]1[CH:16]=[CH:15][C:5]2[C:6](=[O:14])[NH:7][C:8]3[C:13]([C:4]=2[CH:3]=1)=[CH:12][CH:11]=[CH:10][N:9]=3.[CH2:17]([C:19]1[CH:25]=[CH:24][C:22]([NH2:23])=[CH:21][CH:20]=1)[CH3:18]>>[CH2:17]([C:19]1[CH:25]=[CH:24][C:22]([NH:23][C:2]2[CH:16]=[CH:15][C:5]3[C:6](=[O:14])[NH:7][C:8]4[C:13]([C:4]=3[CH:3]=2)=[CH:12][CH:11]=[CH:10][N:9]=4)=[CH:21][CH:20]=1)[CH3:18].